From a dataset of the Open Reaction Database (ORD), a public repository of structured organic reaction records. describe an organic reaction: reactants, conditions, products, and yield The reactants are BrC=1C=NC=C(C1)C(COC(F)(F)F)(C)C (3-bromo-5-[2-methyl-1-(trifluoromethoxy)-2-propanyl]pyridine), B1(OC(C(O1)(C)C)(C)C)B2OC(C(O2)(C)C)(C)C (bis(pinacolato)diboron), C1(CCCCC1)P(C1CCCCC1)C1CCCCC1 (tricyclohexylphosphine), C(C)(=O)[O-].[K+] (potassium acetate). The reagents and catalysts are C=1C=CC(=CC1)/C=C/C(=O)/C=C/C2=CC=CC=C2.C=1C=CC(=CC1)/C=C/C(=O)/C=C/C2=CC=CC=C2.C=1C=CC(=CC1)/C=C/C(=O)/C=C/C2=CC=CC=C2.[Pd].[Pd] (tris(dibenzylideneacetone)dipalladium). Solvent: O1CCOCC1 (1,4-dioxane). Run at temperature 80 celsius. Product: CC(COC(F)(F)F)(C)C=1C=C(C=NC1)B(O)O ({5-[2-methyl-1-(trifluoromethoxy)-2-propanyl]-3-pyridinyl}boronic acid). Reaction SMILES: Br[C:2]1[CH:3]=[N:4][CH:5]=[C:6]([C:8]([CH3:16])([CH3:15])[CH2:9][O:10][C:11]([F:14])([F:13])[F:12])[CH:7]=1.[B:17]1(B2OC(C)(C)C(C)(C)O2)[O:21]C(C)(C)C(C)(C)[O:18]1.C1(P(C2CCCCC2)C2CCCCC2)CCCCC1.C([O-])(=O)C.[K+]>O1CCOCC1.C1C=CC(/C=C/C(/C=C/C2C=CC=CC=2)=O)=CC=1.C1C=CC(/C=C/C(/C=C/C2C=CC=CC=2)=O)=CC=1.C1C=CC(/C=C/C(/C=C/C2C=CC=CC=2)=O)=CC=1.[Pd].[Pd]>[CH3:15][C:8]([C:6]1[CH:7]=[C:2]([B:17]([OH:21])[OH:18])[CH:3]=[N:4][CH:5]=1)([CH3:16])[CH2:9][O:10][C:11]([F:14])([F:13])[F:12] |f:3.4,6.7.8.9.10|. Reported procedure: A vial containing the title compound from Example 64 Step B (80 mg, 0.27 mmol), bis(pinacolato)diboron (136 mg, 0.537 mmol), tris(dibenzylideneacetone)dipalladium (0) (49.1 mg, 0.054 mmol), tricyclohexylphosphine (30.1 mg, 0.107 mmol) and potassium acetate (79 mg, 0.805 mmol) in 1,4-dioxane (1.3 mL) was flushed with nitrogen, sealed tightly and heated to 80° C. overnight. The reaction was then cooled to room temperature and passed through a syringe filter. The resulting solution was then concent... Starting materials: O=C([O-])[O-], CCCCCC, O=Cc1cccc(C=O)c1, [Cl-], [K+], [K+], C1CCOC1, c1ccc([P+](Cc2ccccn2)(c2ccccc2)c2ccccc2)cc1. The product is O=Cc1cccc(C=Cc2ccccn2)c1. As a reaction SMILES: [C:28](=[O:29])([O-:30])[O-:31].[CH3:44][CH2:45][CH2:46][CH2:47][CH2:48][CH3:49].[CH:34]([c:35]1[cH:36][c:37]([CH:38]=[O:39])[cH:40][cH:41][cH:42]1)=[O:43].[Cl-:1].[K+:32].[K+:33].[O:50]1[CH2:51][CH2:52][CH2:53][CH2:54]1.[n:2]1[c:3]([CH2:8][P+:9]([c:10]2[cH:11][cH:12][cH:13][cH:14][cH:15]2)([c:16]2[cH:17][cH:18][cH:19][cH:20][cH:21]2)[c:22]2[cH:23][cH:24][cH:25][cH:26][cH:27]2)[cH:4][cH:5][cH:6][cH:7]1>>[n:2]1[c:3]([CH:8]=[CH:34][c:35]2[cH:36][c:37]([CH:38]=[O:39])[cH:40][cH:41][cH:42]2)[cH:4][cH:5][cH:6][cH:7]1. Reactants: [BH4-], CCO, O=C1CCC(n2cc(I)cn2)CC1, [Na+]. Yields the product OC1CCC(n2cc(I)cn2)CC1. As a reaction SMILES: [BH4-:1].[CH3:16][CH2:17][OH:18].[I:3][c:4]1[cH:5][n:6][n:7]([CH:9]2[CH2:10][CH2:11][C:12](=[O:15])[CH2:13][CH2:14]2)[cH:8]1.[Na+:2]>>[I:3][c:4]1[cH:5][n:6][n:7]([CH:9]2[CH2:10][CH2:11][CH:12]([OH:15])[CH2:13][CH2:14]2)[cH:8]1. Reactants: CC1=C(C(=CC=C1)C)O (2,6-dimethyl-phenol), [OH-].[Na+] (sodium hydroxide), BrC(C)Br (dibromoethane). Run in O (water), C(C)O (ethanol), C(C)O (ethanol). Product: CC1=C(OCCBr)C(=CC=C1)C (2-(2,6-Dimethyl-phenoxy)-1-bromo-ethane). As a reaction SMILES: [OH-].[Na+].[CH3:3][C:4]1[CH:9]=[CH:8][CH:7]=[C:6]([CH3:10])[C:5]=1[OH:11].[Br:12][CH:13](Br)[CH3:14]>O.C(O)C>[CH3:3][C:4]1[CH:9]=[CH:8][CH:7]=[C:6]([CH3:10])[C:5]=1[O:11][CH2:14][CH2:13][Br:12] |f:0.1|. Procedure: To a solution containing sodium hydroxide (80 g) in water (1 liter) and ethanol (0.5 liter) are added 2,6-dimethyl-phenol (245 g) dissolved in ethanol (0.5 liter), and then dibromoethane (750 g). The mixture is refluxed for 48 hours, under vigorous stirring. It is then extracted with methylene chloride. After washing with dilute aqueous sodium hydroxide and then with water, the solvent is evaporated in vacuo. 2(2,6-Dimethyl-phenoxy)-1-bromo-ethane boils at 148°-150° C./25 mm Hg. Reactants: CC(C)(C)[Si](Cl)(c1ccccc1)c1ccccc1, COC(=O)C(N)Cc1ccc(O)cc1, CCN(C(C)C)C(C)C, ClCCl. Yields the product COC(=O)C(N)Cc1ccc(O[Si](c2ccccc2)(c2ccccc2)C(C)(C)C)cc1. Reaction SMILES: [C:24]([CH3:25])([CH3:26])([CH3:27])[Si:28]([c:29]1[cH:30][cH:31][cH:32][cH:33][cH:34]1)([c:35]1[cH:36][cH:37][cH:38][cH:39][cH:40]1)[Cl:41].[CH3:1][O:2][C:3]([CH:4]([NH2:5])[CH2:6][c:7]1[cH:8][cH:9][c:10]([OH:13])[cH:11][cH:12]1)=[O:14].[CH:15]([N:16]([CH:17]([CH3:18])[CH3:19])[CH2:20][CH3:21])([CH3:22])[CH3:23].[Cl:42][CH2:43][Cl:44]>>[CH3:1][O:2][C:3]([CH:4]([NH2:5])[CH2:6][c:7]1[cH:8][cH:9][c:10]([O:13][Si:28]([C:24]([CH3:25])([CH3:26])[CH3:27])([c:29]2[cH:30][cH:31][cH:32][cH:33][cH:34]2)[c:35]2[cH:36][cH:37][cH:38][cH:39][cH:40]2)[cH:11][cH:12]1)=[O:14]. Reactants: N#CC1(C(=O)c2ccccc2)CC1, CS(C)=O, C[S+](C)(C)=O, [H-], [H][H], [I-], [Na+], c1nc[nH]n1. Yields the product N#CC1(C(O)(Cn2cncn2)c2ccccc2)CC1. As a reaction SMILES: [C:11]([c:12]1[cH:13][cH:14][cH:15][cH:16][cH:17]1)(=[O:18])[C:19]1([C:22]#[N:23])[CH2:20][CH2:21]1.[CH3:29][S:30]([CH3:31])=[O:32].[CH3:4][S+:5]([CH3:6])([CH3:7])=[O:8].[H-:1].[H:9][H:10].[I-:3].[Na+:2].[nH:24]1[n:25][cH:26][n:27][cH:28]1>>[CH2:4]([C:11]([c:12]1[cH:13][cH:14][cH:15][cH:16][cH:17]1)([OH:18])[C:19]1([C:22]#[N:23])[CH2:20][CH2:21]1)[n:24]1[n:25][cH:26][n:27][cH:28]1. Reactants: CCO, COc1ccc(Cc2cnc(N[N+](=O)[O-])[nH]c2=O)cn1, NCCSCc1nccs1. Product: COc1ccc(Cc2cnc(NCCSCc3nccs3)[nH]c2=O)cn1. RXN SMILES: [CH3:31][CH2:32][OH:33].[N+:1]([O-:2])(=[O:3])[NH:4][c:5]1[n:6][cH:7][c:8]([CH2:12][c:13]2[cH:14][n:15][c:16]([O:19][CH3:20])[cH:17][cH:18]2)[c:9](=[O:11])[nH:10]1.[s:21]1[c:22]([CH2:26][S:27][CH2:28][CH2:29][NH2:30])[n:23][cH:24][cH:25]1>>[NH:4]([c:5]1[n:6][cH:7][c:8]([CH2:12][c:13]2[cH:14][n:15][c:16]([O:19][CH3:20])[cH:17][cH:18]2)[c:9](=[O:11])[nH:10]1)[CH2:29][CH2:28][S:27][CH2:26][c:22]1[s:21][cH:25][cH:24][n:23]1.